This data is from the Open Reaction Database (ORD), a public repository of structured organic reaction records. The task is: describe an organic reaction: reactants, conditions, products, and yield Reactants: C(C1=CC=CC=C1)NC(=O)C1CC(C2C(CCC=3C=CN(C23)C1)NC(C(C(C(=O)N)CCC)CC(C)C)=O)=O (N1-(2-Benzylcarbamoyl-4-oxo-1,2,4,5,6,7-hexahydro-azepino[3,2,1-hi]indol-5-yl)-2-isobutyl-3-propyl-succinamide), amine, COC=1C=C(CN)C=CC1 (3-methoxybenzylamine). Yields the product compound, C(C(C)C)C(C(=O)NC1CCC=2C=CN3C2C1C(CC(C3)C(NCC3=CC(=CC=C3)OC)=O)=O)C(C(=O)N)CCC (2-Isobutyl-N 1-[2-(3-methoxy-benzylcarbamoyl)-4-oxo-1,2,4,5,6,7-hexahydroazepino[3,2,1-hi]indol-5-yl]-3-propyl-succinamide). Isolated yield 56.0%. RXN SMILES: [CH2:1]([NH:8][C:9]([CH:11]1[CH2:23][N:21]2[C:22]3[CH:14]([CH:15]([NH:24][C:25](=[O:38])[CH:26]([CH2:34][CH:35]([CH3:37])[CH3:36])[CH:27]([CH2:31][CH2:32][CH3:33])[C:28]([NH2:30])=[O:29])[CH2:16][CH2:17][C:18]=3[CH:19]=[CH:20]2)[C:13](=[O:39])[CH2:12]1)=[O:10])[C:2]1[CH:7]=[CH:6][CH:5]=[CH:4][CH:3]=1.[CH3:40][O:41]C1C=C(C=CC=1)CN>>[CH2:34]([CH:26]([CH:27]([CH2:31][CH2:32][CH3:33])[C:28]([NH2:30])=[O:29])[C:25]([NH:24][CH:15]1[CH:14]2[C:13](=[O:39])[CH2:12][CH:11]([C:9](=[O:10])[NH:8][CH2:1][C:2]3[CH:3]=[CH:4][CH:5]=[C:6]([O:41][CH3:40])[CH:7]=3)[CH2:23][N:21]3[C:22]2=[C:18]([CH:19]=[CH:20]3)[CH2:17][CH2:16]1)=[O:38])[CH:35]([CH3:36])[CH3:37]. Procedure: The compound of Example 3e was synthesized in a manner similar to the synthesis of the compound of Example 3a, but using 3-methoxybenzylamine as the amine in the last step. Cleavage of 100 mg of functionalized resin (0.53 mmol/g) and purification by RP-HPLC provided 17.0 mg (56%) of the title compound as a white powder. MS (M+H)+=563.43. The reactants are C([O-])(O)=O.[Na+] (sodium bicarbonate), C1(OCCC2=CC=CC=C12)C(C(=O)O)(C)C (2-(isochroman-1-yl)-2-methylpropionic acid), O.Cl.Cl.C1(OCCC2=CC=CC=C12)CCN1CCN(CC1)C1=C(C=CC=C1)OC (1-[2-(Isochroman-1-yl)ethyl]-4-(2-methoxyphenyl)piperazine dihydrochloride monohydrate), C(C)OP(OCC)(=O)C#N (diethylcyanophosphonate). Run in ClCCl (dichloromethane), CN(C)C=O (DMF), C(C)N(CC)CC (Triethylamine), CCCCCC (hexane), C(C)(=O)OCC (Ethyl acetate). Reaction conditions: time 2.5 hour. Product: C1(OCCC2=CC=CC=C12)C(C(=O)N1CCN(CC1)C1=CC=C(C=C1)OC)(C)C (2-(isochroman-1-yl)-1-[4-(4-methoxyphenyl)piperazin-1-yl]-2-methylpropan-1-one). RXN SMILES: [CH:1]1([C:11]([CH3:16])([CH3:15])[C:12]([OH:14])=O)[C:10]2[C:5](=[CH:6][CH:7]=[CH:8][CH:9]=2)[CH2:4][CH2:3][O:2]1.O.Cl.Cl.C1(CC[N:32]2[CH2:37][CH2:36][N:35]([C:38]3[CH:43]=[CH:42][CH:41]=[CH:40][C:39]=3OC)[CH2:34][CH2:33]2)C2C(=CC=CC=2)CCO1.[CH2:46]([O:48]P(C#N)(=O)OCC)C.C(=O)(O)[O-].[Na+]>CCCCCC.C(OCC)(=O)C.ClCCl.CN(C=O)C.C(N(CC)CC)C>[CH:1]1([C:11]([CH3:16])([CH3:15])[C:12]([N:32]2[CH2:33][CH2:34][N:35]([C:38]3[CH:39]=[CH:40][C:41]([O:48][CH3:46])=[CH:42][CH:43]=3)[CH2:36][CH2:37]2)=[O:14])[C:10]2[C:5](=[CH:6][CH:7]=[CH:8][CH:9]=2)[CH2:4][CH2:3][O:2]1 |f:1.2.3.4,6.7|. Reported procedure: Triethylamine (1 ml) is added dropwise to a mixture of 2-(isochroman-1-yl)-2-methylpropionic acid (LXXII, 0.502 g, 2.3 mmol), 1-(4-methoxyphenyl)piperazine dihydrochloride (XI, 0.668 g, 2.5 mmol), diethylcyanophosphonate (0.44 ml, 2.9 mmol), DMF (2.4 ml) and dichloromethane (2.4 ml). After the mixture had stirred for 2.5 hr, aqueous saturated sodium bicarbonate is added and the mixture is stirred for 70 min. The mixture is then partitioned between dichloromethane and saline, the phases separated... The product is C(C)(C)(C)OC(NC1=C(C=C(C(=C1)COC1OCCCC1)C(F)(F)F)N)=O ([2-Amino-5-(tetrahydro-pyran-2-yloxymethyl)-4-trifluoromethyl-phenyl]-carbamic acid tert-butyl ester). As a reaction SMILES: [C:1]([O:5][C:6](=[O:29])[NH:7][C:8]1[CH:13]=[C:12]([CH2:14][O:15][CH:16]2[CH2:21][CH2:20][CH2:19][CH2:18][O:17]2)[C:11]([C:22]([F:25])([F:24])[F:23])=[CH:10][C:9]=1[N+:26]([O-])=O)([CH3:4])([CH3:3])[CH3:2].O.O.Cl[Sn]Cl>>[C:1]([O:5][C:6](=[O:29])[NH:7][C:8]1[CH:13]=[C:12]([CH2:14][O:15][CH:16]2[CH2:21][CH2:20][CH2:19][CH2:18][O:17]2)[C:11]([C:22]([F:24])([F:25])[F:23])=[CH:10][C:9]=1[NH2:26])([CH3:4])([CH3:2])[CH3:3] |f:1.2.3|. Reactants: C(C)(C)(C)OC(NC1=C(C=C(C(=C1)COC1OCCCC1)C(F)(F)F)[N+](=O)[O-])=O ([2-nitro-5-(tetrahydro-pyran-2-yloxymethyl)-4-trifluoromethyl-phenyl]-carbamic acid tert-butyl ester), O.O.Cl[Sn]Cl (SnCl2.2H2O). Procedure details: The title compound was prepared from [2-nitro-5-(tetrahydro-pyran-2-yloxymethyl)-4-trifluoromethyl-phenyl]-carbamic acid tert-butyl ester [prepared from (5-hydroxymethyl-2-nitro-4-trifluoromethyl-phenyl)-carbamic acid tert-butyl ester (Example A30) (476 mg, 1.42 mmol) by treatment with 3,4-dihydro-2H-pyran (0.19 mL, 2.12 mmol) and p-TsOH (5 mg, 0.03 mmol) in DCM at 0° C., stirring at 0° C. for 15 min and at 23° C. for 18 h.] (0.58 g, 1.38 mmol) reduction with SnCl2.2H2O according to the general ... Starting materials: C1(C=2C(C(N1)=O)=CC=CC2)=O (phthalimide), amine, NN (hydrazine), FC(CCN)=C(F)F (3,4,4-trifluoro-3-butene-1-amine), Br (hydrogen bromide), bromo. Product: FC(CCN1C(C=2C(C1=O)=CC=CC2)=O)=C(F)F (N-(3,4,4-trifluoro-3-butenyl)phthalimide). The yield is 80.0%. Reaction SMILES: [C:1]1(=[O:11])[NH:5][C:4](=[O:6])[C:3]2=[CH:7][CH:8]=[CH:9][CH:10]=[C:2]12.NN.[F:14][C:15](=[C:19]([F:21])[F:20])[CH2:16][CH2:17]N.Br>>[F:14][C:15](=[C:19]([F:21])[F:20])[CH2:16][CH2:17][N:5]1[C:1](=[O:11])[C:2]2=[CH:10][CH:9]=[CH:8][CH:7]=[C:3]2[C:4]1=[O:6]. Procedure: The compounds of the formula above wherein X, Y, and Z are F and Q is a --CH2N-- derivative are generally prepared by first obtaining the desired trifluoroalkenylamine, which when n equals 1 is 3,4,4-trifluoro-3-butene-1-amine. One method of preparing this compound is disclosed in Example 6 of U.S. Pat. No. 4,952,580, the full text of which is incorporated herein by reference. The present invention provides an improved and novel method of making this compound. Surprisingly, 4-bromo-1,1,2-trifluo... Reactants: S(=O)(=O)(O)O.CSC(N)=N (2-methyl-2-thiopseudourea sulfate), ClC(=O)OC (methyl chloroformate), [OH-].[K+] (potassium hydroxide). Run in O (water), O (water). Reaction conditions: time 3 hour. Yields the product 45, NC(SC)=NC(OC)=O (methyl N-(1-amino-1-methylthiomethylene)carbamate). RXN SMILES: S(O)(O)(=O)=O.[CH3:6][S:7][C:8](=[NH:10])[NH2:9].Cl[C:12]([O:14][CH3:15])=[O:13].[OH-].[K+]>O>[NH2:10][C:8](=[N:9][C:12](=[O:13])[O:14][CH3:15])[S:7][CH3:6] |f:0.1,3.4|. Procedure details: To 69.5 parts 2-methyl-2-thiopseudourea sulfate and 47 parts of methyl chloroformate in 1000 parts water at 0° C is added dropwise 56.9 parts of potassium hydroxide in 200 parts of water. The reaction mixture is stirred at room temperature for 3 hours and then extracted with methylene chloride. The methylene chloride extract is dried and the solvent evaporated on a rotary evaporator to give 45 parts of methyl N-(1-amino-1-methylthiomethylene)carbamate melting at 72°-77° C. Starting materials: C(C)C1(CN(CCO1)C)C1=CC(=CC=C1)OC (2-Ethyl-2-(3-methoxyphenyl)-4-methylmorpholine). Run in Br (hydrobromic acid). Yields the product C(C)C1(CN(CCO1)C)C1=CC(=CC=C1)O (2-Ethyl-2-(3-hydroxyphenyl)-4-methylmorpholine). As a reaction SMILES: [CH2:1]([C:3]1([C:10]2[CH:15]=[CH:14][CH:13]=[C:12]([O:16]C)[CH:11]=2)[O:8][CH2:7][CH2:6][N:5]([CH3:9])[CH2:4]1)[CH3:2]>Br>[CH2:1]([C:3]1([C:10]2[CH:15]=[CH:14][CH:13]=[C:12]([OH:16])[CH:11]=2)[O:8][CH2:7][CH2:6][N:5]([CH3:9])[CH2:4]1)[CH3:2]. Reported procedure: 2-Ethyl-2-(3-methoxyphenyl)-4-methylmorpholine (4.0 g, 0.015 mol) was refluxed for 2.5 hour with aqueous 48% hydrobromic acid (50 ml). The residue on evaporation was dissolved in 2 M sodium hydroxide (50 ml) and the non-phenolic material (about 1.0 g) extracted with ether. The aqueous layer was neutralised with solid ammonium chloride and the phenol extracted with ether/chloroform. The residue on removal of the solvents (1.3 g) was dissolved in isopropyl alcohol and treated with 40% aqueous HBr....